describe an organic reaction: reactants, conditions, products, and yield From a dataset of the Open Reaction Database (ORD), a public repository of structured organic reaction records. The reactants are [Al+3], C1CCOC1, Cn1ncc2c1Nc1ccccc1NC2=O, [H-], [H-], [H-], [H-], [Li+], N. Yields the product Cn1ncc2c1Nc1ccccc1NC2. As a reaction SMILES: [Al+3:18].[CH2:24]1[O:25][CH2:26][CH2:27][CH2:28]1.[CH3:1][n:2]1[n:3][cH:4][c:5]2[c:11]1[NH:10][c:9]1[c:8]([cH:15][cH:14][cH:13][cH:12]1)[NH:7][C:6]2=[O:16].[H-:17].[H-:20].[H-:21].[H-:22].[Li+:19].[NH3:23]>>[CH3:1][n:2]1[n:3][cH:4][c:5]2[c:11]1[NH:10][c:9]1[c:8]([cH:15][cH:14][cH:13][cH:12]1)[NH:7][CH2:6]2. Reaction SMILES: [CH2:1](Cl)[CH:2]=[CH:3][CH3:4].[Mg].[Cl:7][C:8]1[CH:15]=[CH:14][C:11]([CH:12]=[O:13])=[CH:10][CH:9]=1>O1CCCC1>[CH3:4][CH:3]([CH:12]([C:11]1[CH:14]=[CH:15][C:8]([Cl:7])=[CH:9][CH:10]=1)[OH:13])[CH:2]=[CH2:1]. Run in O1CCCC1 (tetrahydrofuran), O1CCCC1 (tetrahydrofuran), O1CCCC1 (tetrahydrofuran). Procedure: Crotyl chloride (154.7 g, 1.71 mol) in dry tetrahydrofuran (530 ml) was added to magnesium turnings (46.0 g, 1.89 mol) in dry tetrahydrofuran (130 ml) at such a rate so as to maintain steady reflux. After addition was complete the mixture was heated under reflux for a further hour and then cooled to 0° C. 4-Chlorobenzaldehyde (120.0 g, 0.854 mol) in dry tetrahydrofuran (780 ml) was added over a period of 2 hours. After a further hour the solution was decanted from the excess magnesium into satur... Starting materials: ClC1=CC=C(C=O)C=C1 (4-Chlorobenzaldehyde), C(C=CC)Cl (Crotyl chloride), [Mg] (magnesium). Run at temperature 0 celsius. Yield: 70.5%. Yields the product CC(C=C)C(O)C1=CC=C(C=C1)Cl (3-methyl-4-(4-chlorophenyl)-but-1-en-4-ol). The reactants are N=1N(N=CC1)C1=C(C(=O)O)C=C(C=C1)C(F)(F)F (2-(2H-1,2,3-triazol-2-yl)-5-(trifluoromethyl)benzoic acid), N=1NN=CC1 (2H-1,2,3-triazole), N1(N=NC=C1)C1=C(C(=O)O)C=C(C=C1)C(F)(F)F (2-(1H-1,2,3-triazol-1-yl)-5-(trifluoromethyl)benzoic acid), N=1N(N=CC1)C1=C(C(=O)O)C=C(C=C1)C(F)(F)F (2-(2H-1,2,3-triazol-2-yl)-5-(trifluoromethyl)benzoic acid), N1(N=NC=C1)C1=C(C(=O)O)C=C(C=C1)C(F)(F)F (2-(1H-1,2,3-triazol-1-yl)-5-(trifluoromethyl)benzoic acid), FC1=C(C(=O)O)C(=CC=C1F)I (2,3-difluoro-6-iodobenzoic acid). The solvent is O (water), O1CCOCC1 (1,4-dioxane). The product is FC1=C(C(=O)O)C(=CC=C1F)N1N=CC=N1 (2,3-difluoro-6-(2H-1,2,3-triazol-2-yl)benzoic acid). As a reaction SMILES: N1N(C2C=CC(C(F)(F)F)=CC=2C(O)=O)N=CC=1.N1(C2C=CC(C(F)(F)F)=CC=2C(O)=O)C=CN=N1.[N:37]1[NH:38][N:39]=[CH:40][CH:41]=1.[F:42][C:43]1[C:51]([F:52])=[CH:50][CH:49]=[C:48](I)[C:44]=1[C:45]([OH:47])=[O:46]>O1CCOCC1.O>[F:42][C:43]1[C:51]([F:52])=[CH:50][CH:49]=[C:48]([N:38]2[N:39]=[CH:40][CH:41]=[N:37]2)[C:44]=1[C:45]([OH:47])=[O:46]. Reported procedure: Prepared according to the procedure for 2-(2H-1,2,3-triazol-2-yl)-5-(trifluoromethyl)benzoic acid (Intermediate 37a) and 2-(1H-1,2,3-triazol-1-yl)-5-(trifluoromethyl)benzoic acid (Intermediate 37b) from 2H-1,2,3-triazole (CAS number 288-36-8; 0.75 g, 10.86 mmol) and 2,3-difluoro-6-iodobenzoic acid (CAS number 333780-75-9; 1.54 g, 5.43 mmol) in 1,4-dioxane (10 ml) and water (0.2 ml). The crude solid was purified by column chromatography (silica, 0-3% methanol/DCM) to afford 2,3-difluoro-6-(2H-1,2...